From a dataset of the Open Reaction Database (ORD), a public repository of structured organic reaction records. describe an organic reaction: reactants, conditions, products, and yield Starting materials: FC=1C=C2C=CNC2=CC1F (5,6-difluoroindole), O (water), [H-].[Na+] (sodium hydride), C[C@H]1OC1 ((R)-methyloxirane). Run in O1CCCC1 (tetrahydrofuran), CCOCC (ether). Conditions: time 1 hour. The product is FC=1C=C2C=CN(C2=CC1F)C[C@@H](C)O ((R)-1-(5,6-difluoro-indol-1-yl)-propan-2-ol). Yield: 66.5%. Reaction SMILES: [H-].[Na+].[F:3][C:4]1[CH:5]=[C:6]2[C:10](=[CH:11][C:12]=1[F:13])[NH:9][CH:8]=[CH:7]2.[CH3:14][C@@H:15]1[CH2:17][O:16]1.O>O1CCCC1.CCOCC>[F:3][C:4]1[CH:5]=[C:6]2[C:10](=[CH:11][C:12]=1[F:13])[N:9]([CH2:14][C@H:15]([OH:16])[CH3:17])[CH:8]=[CH:7]2 |f:0.1|. Procedure: A suspension of 0.12 g of sodium hydride dispersion in 15 ml of tetrahydrofuran was treated with 0.5 g of 5,6-difluoroindole at 0° and stirred at this temperature for 1 hour. After the addition of 0.46 ml of (R)-methyloxirane the reaction mixture was stirred at room temperature for 60 hours and subsequently treated with water. The mixture was diluted with ether, washed twice with water and with saturated sodium chloride solution and the organic phase was dried over sodium sulfate. After removal ... Product: C(CCCCCCCCC)OCCCCCCCO (7-decyloxyheptanol). The reactants are C(CCCCCCO)O (heptane-1,7-diol), BrCCCCCCCCCC (1-bromodecane). Reported procedure: 3-(7-Decyloxyheptylthio)-propanol (m.p. 28°-32° C.), obtained by reacting heptane-1,7-diol with 1-bromodecane to give 7-decyloxyheptanol, bromination thereof to give 7-decyloxyheptyl bromide, reaction with methyl β-mercaptopropionate to give methyl β-(7-decyloxyheptylthio)-propionate and reduction with lithium aluminium hydride, is reacted in the manner described in Example 20C to give the desired choline ester in a yield of 17% of theory. The water-soluble, white crystals sinter at 53° C. and m... RXN SMILES: [CH2:1]([OH:9])[CH2:2][CH2:3][CH2:4][CH2:5][CH2:6][CH2:7][OH:8].Br[CH2:11][CH2:12][CH2:13][CH2:14][CH2:15][CH2:16][CH2:17][CH2:18][CH2:19][CH3:20]>>[CH2:11]([O:8][CH2:7][CH2:6][CH2:5][CH2:4][CH2:3][CH2:2][CH2:1][OH:9])[CH2:12][CH2:13][CH2:14][CH2:15][CH2:16][CH2:17][CH2:18][CH2:19][CH3:20]. Reactants: FC1=CC=C2C=C(C(=NC2=C1)C1=CC(=CC=C1)F)[C@H](C)N1C(C2=CC=CC=C2C1=O)=O (2-((S)-1-(7-fluoro-2-(3-fluorophenyl)quinolin-3-yl)ethyl)-isoindoline-1,3-dione), NN (NH2NH2). Run in CCO (EtOH). Reaction conditions: temperature 80 celsius. Product: FC1=CC=C2C=C(C(=NC2=C1)C1=CC(=CC=C1)F)[C@H](C)N ((1S)-1-(7-fluoro-2-(3-fluorophenyl)quinolin-3-yl)ethanamine). RXN SMILES: [F:1][C:2]1[CH:11]=[C:10]2[C:5]([CH:6]=[C:7]([C@@H:19]([N:21]3C(=O)C4C(=CC=CC=4)C3=O)[CH3:20])[C:8]([C:12]3[CH:17]=[CH:16][CH:15]=[C:14]([F:18])[CH:13]=3)=[N:9]2)=[CH:4][CH:3]=1.NN>CCO>[F:1][C:2]1[CH:11]=[C:10]2[C:5]([CH:6]=[C:7]([C@@H:19]([NH2:21])[CH3:20])[C:8]([C:12]3[CH:17]=[CH:16][CH:15]=[C:14]([F:18])[CH:13]=3)=[N:9]2)=[CH:4][CH:3]=1. Procedure details: To a solution of 2-((S)-1-(7-fluoro-2-(3-fluorophenyl)quinolin-3-yl)ethyl)-isoindoline-1,3-dione (60.0 mg, 145 μmol) in EtOH (2 mL) was added NH2NH2 (1.0 mL, 1.45 mmol, 10 eq) and the resulting solution was heated to 80° C. for 2 h. A precipitate was filtered away and the filtrate was removed under reduce pressure to afford (1S)-1-(7-fluoro-2-(3-fluorophenyl)quinolin-3-yl)ethanamine. To the crude residue of (1S)-1-(7-fluoro-2-(3-fluorophenyl)quinolin-3-yl)-ethanamine in DMF (2 mL) was added 4-am... Starting materials: CC(=O)O, CC(C)=O, OC1CCCC1Oc1nc(N2CCNCC2)nc2ccccc12. Yields the product CC(=O)O, OC1CCCC1Oc1nc(N2CCNCC2)nc2ccccc12. As a reaction SMILES: [CH3:24][C:25]([OH:26])=[O:27].[CH3:28][C:29](=[O:30])[CH3:31].[OH:1][CH:2]1[CH:3]([O:7][c:8]2[n:9][c:10]([N:18]3[CH2:19][CH2:20][NH:21][CH2:22][CH2:23]3)[n:11][c:12]3[cH:13][cH:14][cH:15][cH:16][c:17]23)[CH2:4][CH2:5][CH2:6]1>>[CH3:24][C:25](=[O:26])[OH:27].[OH:1][CH:2]1[CH:3]([O:7][c:8]2[n:9][c:10]([N:18]3[CH2:19][CH2:20][NH:21][CH2:22][CH2:23]3)[n:11][c:12]3[cH:13][cH:14][cH:15][cH:16][c:17]23)[CH2:4][CH2:5][CH2:6]1. The reactants are ClC=1C=C(C(=O)OO)C=CC1 (m-chloroperoxybenzoic acid), C1=CC=C(C=C1)[C@@H](CO)N ((S)-phenylglycinol), C(C1=CC=C(C=C1)OC)=O (p-anisaldehyde), O1CCCC1 (Tetrahydrofuran). Solvent: C(C)(C)(C)OC (methyl tert-butyl ether), C(C)(C)(C)OC (methyl tert-butyl ether). Run at temperature 0 celsius, time 3 hour. Product: ON[C@H](CO)C1=CC=CC=C1 (2-(S)-Hydroxyamino-2-phenyl-ethanol). As a reaction SMILES: [CH:1]1[CH:6]=[CH:5][C:4]([C@H:7]([NH2:10])[CH2:8][OH:9])=[CH:3][CH:2]=1.C(=O)C1C=CC([O:18]C)=CC=1.O1CCCC1.ClC1C=C(C=CC=1)C(OO)=O>C(OC)(C)(C)C>[OH:18][NH:10][C@@H:7]([C:4]1[CH:5]=[CH:6][CH:1]=[CH:2][CH:3]=1)[CH2:8][OH:9]. Procedure: A solution of (S)-phenylglycinol (15 g) and p-anisaldehyde (16.4 g) in methyl tert-butyl ether (150 mL) was heated to reflux, with a Dean-Stark trap attached, for about 3 hours. Tetrahydrofuran (60 mL) was added and the mixture cooled to 0° C. To this was added a solution of m-chloroperoxybenzoic acid (29.8 g) in methyl tert-butyl ether (80 mL), maintaining the temperature below 5° C. The mixture was stirred at 0° C. for about 3 hours. Then the reaction mixture was washed with 10% aqueous potass... Starting materials: NC1[C@@H]2N(C(C(CS2)O)C(=O)O)C1=O (7-amino-3-hydroxycepham-4-carboxylic acid), C[Si](C)(C)CC(=O)N (trimethylsilylacetamide), CON=C(C(=O)O)C(C(Br)Br)=O (2-methoxyimino-3-oxo-4,4-dibromobutyric acid), P(=O)(Cl)(Cl)Cl (phosphoryl chloride), resultant solution. Solvent: C(Cl)Cl (methylene chloride), C(Cl)Cl (methylene chloride), C(Cl)Cl (methylene chloride), CN(C=O)C (N,N-dimethylformamide), O (water). The product is CON=C(C(=O)NC1[C@@H]2N(C(C(CS2)O)C(=O)O)C1=O)C(C(Br)Br)=O (7-(2-methoxyimino-3-oxo-4,4-dibromobutyramido)-3-hydroxycepham-4-carboxylic acid). Isolated yield 92.8%. As a reaction SMILES: [CH3:1][O:2][N:3]=[C:4]([C:8](=[O:12])[CH:9]([Br:11])[Br:10])[C:5]([OH:7])=O.P(Cl)(Cl)(Cl)=O.[NH2:18][CH:19]1[C:30](=[O:31])[N:21]2[CH:22]([C:27]([OH:29])=[O:28])[CH:23]([OH:26])[CH2:24][S:25][C@H:20]12.C[Si](CC(N)=O)(C)C>C(Cl)Cl.O.CN(C)C=O>[CH3:1][O:2][N:3]=[C:4]([C:8](=[O:12])[CH:9]([Br:11])[Br:10])[C:5]([NH:18][CH:19]1[C:30](=[O:31])[N:21]2[CH:22]([C:27]([OH:29])=[O:28])[CH:23]([OH:26])[CH2:24][S:25][C@H:20]12)=[O:7]. Procedure details: A solution of 2-methoxyimino-3-oxo-4,4-dibromobutyric acid (syn isomer, 10 g) in methylene chloride (10 ml) was added to a solution of N,N-dimethylformamide (2.89 g) and phosphoryl chloride (6.07 g) in methylene chloride (30 ml) at -15° to 10° C., and stirred for an hour. The solution was added to a solution of 7-amino-3-hydroxycepham-4-carboxylic acid (4.8 g) and trimethylsilylacetamide (23.1 g) in methylene chloride (100 ml) at -15° to -10° C., and stirred for 2 hours. To the resultant solutio...